This data is from the Open Reaction Database (ORD), a public repository of structured organic reaction records. The task is: describe an organic reaction: reactants, conditions, products, and yield Starting materials: CC(C)(O)c1ccc(Br)nc1, O=C([O-])[O-], [K+], [K+], NC(=O)c1nc(-c2ccc(Cl)cc2)sc1N, O=C(C=Cc1ccccc1)C=Cc1ccccc1, O=C(C=Cc1ccccc1)C=Cc1ccccc1, O=C(C=Cc1ccccc1)C=Cc1ccccc1, [Pd], [Pd]. Product: CC(C)(O)c1ccc(Nc2sc(-c3ccc(Cl)cc3)nc2C(N)=O)nc1. Reaction SMILES: [Br:17][c:18]1[cH:19][cH:20][c:21]([C:24]([CH3:25])([CH3:26])[OH:27])[cH:22][n:23]1.[C:28](=[O:29])([O-:30])[O-:31].[K+:32].[K+:33].[NH2:1][c:2]1[c:3]([C:14](=[O:15])[NH2:16])[n:4][c:5](-[c:7]2[cH:8][cH:9][c:10]([Cl:13])[cH:11][cH:12]2)[s:6]1.[O:36]=[C:37]([CH:38]=[CH:39][c:40]1[cH:41][cH:42][cH:43][cH:44][cH:45]1)[CH:46]=[CH:47][c:48]1[cH:49][cH:50][cH:51][cH:52][cH:53]1.[O:54]=[C:55]([CH:56]=[CH:57][c:58]1[cH:59][cH:60][cH:61][cH:62][cH:63]1)[CH:64]=[CH:65][c:66]1[cH:67][cH:68][cH:69][cH:70][cH:71]1.[O:72]=[C:73]([CH:74]=[CH:75][c:76]1[cH:77][cH:78][cH:79][cH:80][cH:81]1)[CH:82]=[CH:83][c:84]1[cH:85][cH:86][cH:87][cH:88][cH:89]1.[Pd:34].[Pd:35]>>[NH:1]([c:2]1[c:3]([C:14](=[O:15])[NH2:16])[n:4][c:5](-[c:7]2[cH:8][cH:9][c:10]([Cl:13])[cH:11][cH:12]2)[s:6]1)[c:18]1[cH:19][cH:20][c:21]([C:24]([CH3:25])([CH3:26])[OH:27])[cH:22][n:23]1. Reactants: CC1NC(CNC1)C (2,6-dimethylpiperazine), [BH-](OC(=O)C)(OC(=O)C)OC(=O)C.[Na+] (NaB(OAc)3H), C(C)N1N=CC=2C1=NC(=C(C2NC2CCOCC2)CNC(=O)C2=CC(=CC=C2)C(=O)NCC=2C=C(C(=CC2)F)C2=CC(=CC=C2)C=O)CC (N-{[1,6-Diethyl-4-(tetrahydro-2H-pyran-4-ylamino)-1H-pyrazolo[3,4-b]pyridin-5-yl]methyl}-N′-[(6-fluoro-3′-formyl-3-biphenylyl)methyl]-1,3-benzenedicarboxamide). Reagents/catalysts: [Cl-].[Cl-].[Zn+2] (ZnCl2). Solvent: CS(=O)C (DMSO). Conditions: time 12 hour. Product: C(C)N1N=CC=2C1=NC(=C(C2NC2CCOCC2)CNC(=O)C2=CC(=CC=C2)C(=O)NCC=2C=C(C(=CC2)F)C2=CC(=CC=C2)CN2CC(NC(C2)C)C)CC (N-{[1,6-Diethyl-4-(tetrahydro-2H-pyran-4-ylamino)-1H-pyrazolo[3,4-b]pyridin-5-yl]methyl}-N′-({3′-[(3,5-dimethyl-1-piperazinyl)methyl]-6-fluoro-3-biphenylyl}methyl)-1,3-benzenedicarboxamide). Isolated yield 51.7%. Reaction SMILES: [CH2:1]([N:3]1[C:7]2=[N:8][C:9]([CH2:48][CH3:49])=[C:10]([CH2:19][NH:20][C:21]([C:23]3[CH:28]=[CH:27][CH:26]=[C:25]([C:29]([NH:31][CH2:32][C:33]4[CH:34]=[C:35]([C:40]5[CH:45]=[CH:44][CH:43]=[C:42]([CH:46]=O)[CH:41]=5)[C:36]([F:39])=[CH:37][CH:38]=4)=[O:30])[CH:24]=3)=[O:22])[C:11]([NH:12][CH:13]3[CH2:18][CH2:17][O:16][CH2:15][CH2:14]3)=[C:6]2[CH:5]=[N:4]1)[CH3:2].[CH3:50][CH:51]1[CH2:56][NH:55][CH2:54][CH:53]([CH3:57])[NH:52]1.[BH-](OC(C)=O)(OC(C)=O)OC(C)=O.[Na+]>CS(C)=O.[Cl-].[Cl-].[Zn+2]>[CH2:1]([N:3]1[C:7]2=[N:8][C:9]([CH2:48][CH3:49])=[C:10]([CH2:19][NH:20][C:21]([C:23]3[CH:28]=[CH:27][CH:26]=[C:25]([C:29]([NH:31][CH2:32][C:33]4[CH:34]=[C:35]([C:40]5[CH:45]=[CH:44][CH:43]=[C:42]([CH2:46][N:55]6[CH2:54][CH:53]([CH3:57])[NH:52][CH:51]([CH3:50])[CH2:56]6)[CH:41]=5)[C:36]([F:39])=[CH:37][CH:38]=4)=[O:30])[CH:24]=3)=[O:22])[C:11]([NH:12][CH:13]3[CH2:14][CH2:15][O:16][CH2:17][CH2:18]3)=[C:6]2[CH:5]=[N:4]1)[CH3:2] |f:2.3,5.6.7|. Procedure details: N-{[1,6-Diethyl-4-(tetrahydro-2H-pyran-4-ylamino)-1H-pyrazolo[3,4-b]pyridin-5-yl]methyl}-N′-[(6-fluoro-3′-formyl-3-biphenylyl)methyl]-1,3-benzenedicarboxamide (50.0 mg. 0.076 mmol) was diluted in DMSO (1.0 mL) and dispensed into a 1 dram vial containing 2,6-dimethylpiperazine (0.76 mmol), ZnCl2 (0.032 mmol, 4.2 mg), NaB(OAc)3H (0.76 mmol, 180 mg), with fitted magnetic stir bar, for 12 h. Purification was completed via a Gilson HPLC and desired product collected. The product was dissolved in dich... Starting materials: COC(=O)c1ccc(I)cc1S(N)(=O)=O, O=C(Cl)Cl, ClCCCl, O=S(Cl)Cl, c1ccncc1. Yields the product COC(=O)c1ccc(I)cc1S(=O)(=O)N=C=O. RXN SMILES: [CH3:1][O:2][C:3](=[O:4])[c:5]1[c:6]([S:12](=[O:13])(=[O:14])[NH2:15])[cH:7][c:8]([I:11])[cH:9][cH:10]1.[Cl:26][C:27]([Cl:28])=[O:29].[Cl:30][CH2:31][CH2:32][Cl:33].[S:16]([Cl:17])([Cl:18])=[O:19].[cH:20]1[cH:21][cH:22][n:23][cH:24][cH:25]1>>[CH3:1][O:2][C:3](=[O:4])[c:5]1[c:6]([S:12](=[O:13])(=[O:14])[N:15]=[C:27]=[O:29])[cH:7][c:8]([I:11])[cH:9][cH:10]1. Starting materials: CC#N, N#Cc1ccc2c(c1)[nH]c(=O)c1sccc12, O=P(Cl)(Cl)Cl. Product: N#Cc1ccc2c(c1)nc(Cl)c1sccc12. Reaction SMILES: [CH3:22][C:23]#[N:24].[O:1]=[c:2]1[nH:3][c:4]2[cH:5][c:6]([C:15]#[N:16])[cH:7][cH:8][c:9]2[c:10]2[c:11]1[s:12][cH:13][cH:14]2.[P:17]([Cl:18])([Cl:19])([Cl:20])=[O:21]>>[c:2]1([Cl:19])[n:3][c:4]2[cH:5][c:6]([C:15]#[N:16])[cH:7][cH:8][c:9]2[c:10]2[c:11]1[s:12][cH:13][cH:14]2. Reactants: COC(=O)c1ccc(C(=Cc2ccc(-n3cc(C(F)(F)F)cn3)cc2)CC(C)C)cc1, CO, [Na+], C1CCOC1, [OH-]. The product is CC(C)CC(=Cc1ccc(-n2cc(C(F)(F)F)cn2)cc1)c1ccc(C(=O)O)cc1. RXN SMILES: [CH3:1][CH:2]([CH2:3][C:4](=[CH:5][c:6]1[cH:7][cH:8][c:9](-[n:12]2[n:13][cH:14][c:15]([C:17]([F:18])([F:19])[F:20])[cH:16]2)[cH:10][cH:11]1)[c:21]1[cH:22][cH:23][c:24]([C:25](=[O:26])[O:27][CH3:28])[cH:29][cH:30]1)[CH3:31].[CH3:34][OH:35].[Na+:33].[O:36]1[CH2:37][CH2:38][CH2:39][CH2:40]1.[OH-:32]>>[CH3:1][CH:2]([CH2:3][C:4](=[CH:5][c:6]1[cH:7][cH:8][c:9](-[n:12]2[n:13][cH:14][c:15]([C:17]([F:18])([F:19])[F:20])[cH:16]2)[cH:10][cH:11]1)[c:21]1[cH:22][cH:23][c:24]([C:25](=[O:26])[OH:27])[cH:29][cH:30]1)[CH3:31]. Starting materials: NC=1C=C(C=CC1)N1C2=C(N=C(C1=O)CC1=CC=CC=C1)C=CC=N2 (4-(3-aminophenyl)-3-oxo-2-benzyl-3,4-dihydropyrido[2,3-b]pyrazine), C([O-])(O)=O.[Na+] (sodium bicarbonate), N1=C(C=CC2=CC=CC=C12)C(=O)O (2-quinolinecarboxylic acid), C(=O)(N1C=NC=C1)N1C=NC=C1 (1,1′-carbonyldiimidazole). Run in O1CCOCC1 (1,4-dioxane), C(C)(=O)OCC (ethyl acetate), O1CCCC1 (tetrahydrofuran). Run at time 1.5 hour. The product is C(C1=CC=CC=C1)C1=NC2=C(N(C1=O)C1=CC(=CC=C1)NC(=O)C1=NC3=CC=CC=C3C=C1)N=CC=C2 (2-benzyl-3-oxo-4-[3-(quinolin-2-yl)carbonylaminophenyl]-3,4-dihydropyrido[2,3-b]pyrazine). Yield: 12.0%. As a reaction SMILES: [N:1]1[C:10]2[C:5](=[CH:6][CH:7]=[CH:8][CH:9]=2)[CH:4]=[CH:3][C:2]=1[C:11]([OH:13])=O.C(N1C=CN=C1)(N1C=CN=C1)=O.[NH2:26][C:27]1[CH:28]=[C:29]([N:33]2[C:38](=[O:39])[C:37]([CH2:40][C:41]3[CH:46]=[CH:45][CH:44]=[CH:43][CH:42]=3)=[N:36][C:35]3[CH:47]=[CH:48][CH:49]=[N:50][C:34]2=3)[CH:30]=[CH:31][CH:32]=1.C(=O)(O)[O-].[Na+]>O1CCCC1.O1CCOCC1.C(OCC)(=O)C>[CH2:40]([C:37]1[C:38](=[O:39])[N:33]([C:29]2[CH:30]=[CH:31][CH:32]=[C:27]([NH:26][C:11]([C:2]3[CH:3]=[CH:4][C:5]4[C:10](=[CH:9][CH:8]=[CH:7][CH:6]=4)[N:1]=3)=[O:13])[CH:28]=2)[C:34]2[N:50]=[CH:49][CH:48]=[CH:47][C:35]=2[N:36]=1)[C:41]1[CH:42]=[CH:43][CH:44]=[CH:45][CH:46]=1 |f:3.4|. Reported procedure: A mixture of 2-quinolinecarboxylic acid (520 mg) and 1,1′-carbonyldiimidazole (243 mg) in tetrahydrofuran (5 ml) was stirred at room temperature for 1.5 hours. A solution of 4-(3-aminophenyl)-3-oxo-2-benzyl-3,4-dihydropyrido[2,3-b]pyrazine (493 mg) in 1,4-dioxane (5 ml) was added to the mixture and stirring was continued for 5 days. The reaction mixture was poured into a mixture of ethyl acetate and an aqueous sodium bicarbonate solution. The organic phase was washed with brine, dried over magne...